This data is from the Open Reaction Database (ORD), a public repository of structured organic reaction records. The task is: describe an organic reaction: reactants, conditions, products, and yield Starting materials: C(CCCCCCCCCCC)C=1N=NN(N1)C(C(=O)O)C1=CC=CC=C1 ((±)-5-dodecyl-α-phenyl-2H-tetrazole-2-acetic acid), C(C)(C)C1=C(N)C(=CC=C1)C(C)C (2,6-diisopropylaniline), C(CCCCCCCCC)C=1N=NN(N1)CC(=O)O (5-decyl-2H-tetrazole-2-acetic acid), FC1=C(N)C=CC(=C1)F (2,4-difluoroaniline). Yields the product FC1=C(C=CC(=C1)F)C(C(=O)N)(N1N=C(N=N1)CCCCCCCCCCCC)C1=CC=CC=C1 (2,4-difluorophenyl-5-dodecyl-α-phenyl-2H-tetrazole-2-acetamide). Reaction SMILES: [CH2:1]([C:13]1[N:14]=[N:15][N:16]([CH:18]([C:22]2[CH:27]=[CH:26][CH:25]=[CH:24][CH:23]=2)[C:19](O)=[O:20])[N:17]=1)[CH2:2][CH2:3][CH2:4][CH2:5][CH2:6][CH2:7][CH2:8][CH2:9][CH2:10][CH2:11][CH3:12].C(C1[N:39]=NN(CC(O)=O)N=1)CCCCCCCCC.[F:47][C:48]1[CH:54]=[C:53]([F:55])[CH:52]=[CH:51][C:49]=1N.C(C1C=CC=C(C(C)C)C=1N)(C)C>>[F:47][C:48]1[CH:54]=[C:53]([F:55])[CH:52]=[CH:51][C:49]=1[C:18]([C:22]1[CH:27]=[CH:26][CH:25]=[CH:24][CH:23]=1)([N:16]1[N:15]=[N:14][C:13]([CH2:1][CH2:2][CH2:3][CH2:4][CH2:5][CH2:6][CH2:7][CH2:8][CH2:9][CH2:10][CH2:11][CH3:12])=[N:17]1)[C:19]([NH2:39])=[O:20]. Procedure details: When in the general procedure of Example 88 an appropriate amount of (±)-5-dodecyl-α-phenyl-2H-tetrazole-2-acetic acid was substituted for 5-decyl-2H-tetrazole-2-acetic acid and 2,4-difluoroaniline was substituted for 2,6-diisopropylaniline, the title compound was obtained, mp 62°-64° C. The reactants are C(C)(C)NC(C)C (diisopropylamine), CC1=NCCC1 (2-methyl-1-pyrroline), C(C)OC(C)=O (ethylacetate), [Li]CCCC (n-BuLi), [Li]CCCC (n-BuLi). Run in C1CCOC1 (THF), C1CCOC1 (THF). Yields the product N1=C(CCC1)C=C(C)NCC ([2-(4,5-Dihydro-3H-pyrrol-2-yl)-1-methyl-vinyl]-ethyl-amine). Reaction SMILES: [CH:1]([NH:4][CH:5]([CH3:7])[CH3:6])([CH3:3])C.[Li]CCCC.[CH3:13][C:14]1C[CH2:17][CH2:16][N:15]=1.C(OC(=O)C)C>C1COCC1>[N:4]1[CH2:1][CH2:3][CH2:7][C:5]=1[CH:6]=[C:14]([NH:15][CH2:16][CH3:17])[CH3:13]. Procedure details: To a solution of diisopropylamine (22.2 g, 219.3 mmol) in THF (200 mL) was dropwise added n-BuLi (2.89 M, 75.9 mL, 219.3 mmol) at −78° C. under nitrogen. Once all the n-BuLi was added, the temperature was adjusted to −5° C., and the reaction mixture was stirred for 30 min. Then a solution of 2-methyl-1-pyrroline (11.3 g, 135.7 mmol) in THF (15 mL) was added dropwise to the reaction mixture at −5° C., and then stirred. After 30 min, ethylacetate (9.20 g, 104.4 mmol) was added dropwise over 30 min... Conditions: time 30 minute. Reactants: S(O)(O)(=O)=O (sulfuric acid), ClC1=C(C#N)C=CC(=C1)N (2-chloro-4-aminobenzonitrile), NC(=O)N (urea), N(=O)[O-].[Na+] (sodium nitrite). Solvent: O (water), O (water). Run at temperature 0 celsius, time 3 hour. The product is ClC1=C(C#N)C=CC(=C1)O (2-chloro-4-hydroxybenzonitrile). Isolated yield 71.1%. RXN SMILES: [Cl:1][C:2]1[CH:9]=[C:8](N)[CH:7]=[CH:6][C:3]=1[C:4]#[N:5].S(=O)(=O)(O)[OH:12].N([O-])=O.[Na+].NC(N)=O>O>[Cl:1][C:2]1[CH:9]=[C:8]([OH:12])[CH:7]=[CH:6][C:3]=1[C:4]#[N:5] |f:2.3|. Reported procedure: A mixture of 2-chloro-4-aminobenzonitrile (25 g, 0.187 m) in stirred concentrated sulfuric acid (58 g) and water (570 ml) was heated at between 49° and 61° C. for approximately thirty minutes. The suspension was cooled to approximately 0° C. and a cold solution of sodium nitrite (13.2 g, 0.187 m) in water (125 ml) was added dropwise at a solution temperature of between 0° and 6° C. Stirring continued thereafter for approximately three hours and then urea (1.5 g) was added to the mixture. The res... Reported procedure: (S)-7-[[[(2,2-Dimethyl-1-oxopropoxy)methoxy]-(4-phenylbutyl)phosphinyl]acetyl]-1,4-dithia-7-azaspiro[4.4]nonane-8-carboxylic acid, diphenylmethyl ester (2.4 g) in dry dichloromethane is treated with 3.0 ml of trifluoroacetic acid under argon at room temperature. After 1 hour, the trifluoroacetic acid and dichloromethane are removed in vacuo and the resulting oil partioned between ethyl acetate and water. The layers are separated and the organic phase is washed with brine, dried (MgSO4) and evapo... Solvent: ClCCl (dichloromethane). As a reaction SMILES: [CH3:1][C:2]([CH3:49])([CH3:48])[C:3](=[O:47])[O:4][CH2:5][O:6][P:7]([CH2:19][C:20]([N:22]1[C@H:30]([C:31]([O:33]C(C2C=CC=CC=2)C2C=CC=CC=2)=[O:32])[CH2:29][C:24]2([S:28][CH2:27][CH2:26][S:25]2)[CH2:23]1)=[O:21])([CH2:9][CH2:10][CH2:11][CH2:12][C:13]1[CH:18]=[CH:17][CH:16]=[CH:15][CH:14]=1)=[O:8].FC(F)(F)C(O)=O>ClCCl>[CH3:1][C:2]([CH3:49])([CH3:48])[C:3](=[O:47])[O:4][CH2:5][O:6][P:7]([CH2:19][C:20]([N:22]1[C@H:30]([C:31]([OH:33])=[O:32])[CH2:29][C:24]2([S:25][CH2:26][CH2:27][S:28]2)[CH2:23]1)=[O:21])([CH2:9][CH2:10][CH2:11][CH2:12][C:13]1[CH:14]=[CH:15][CH:16]=[CH:17][CH:18]=1)=[O:8]. Starting materials: CC(C(OCOP(=O)(CCCCC1=CC=CC=C1)CC(=O)N1CC2(SCCS2)C[C@H]1C(=O)OC(C1=CC=CC=C1)C1=CC=CC=C1)=O)(C)C ((S)-7-[[[(2,2-Dimethyl-1-oxopropoxy)methoxy]-(4-phenylbutyl)phosphinyl]acetyl]-1,4-dithia-7-azaspiro[4.4]nonane-8-carboxylic acid, diphenylmethyl ester), FC(C(=O)O)(F)F (trifluoroacetic acid). Product: CC(C(OCOP(=O)(CCCCC1=CC=CC=C1)CC(=O)N1CC2(SCCS2)C[C@H]1C(=O)O)=O)(C)C ((S)-7-[[[(2,2-Dimethyl-1-oxopropoxy)methoxy]-(4-phenylbutyl)phosphinyl]acetyl]-1,4-dithia-7-azaspiro[4.4]nonane-8-carboxylic acid). Conditions: time 1 hour. Starting materials: C1(CCCCC1)CS(=O)(=O)N1[C@@H](CCCC1)/C(/N)=N/O ((Z)-(2S)-1-[cyclohexylmethylsulfonyl]-N′2-hydroxy-2-piperidinecarboximidamide), CN1CCOCC1 (N-methyl morpholine), O.OC1=CC=CC=2NN=NC21 (hydroxybenzotriazole hydrate), Cl.CN(CCCN=C=NCC)C (1-(3-dimethylaminopropyl)-3-ethylcarbodiimide hydrochloride). Run in C(C)(=O)O (acetic acid). The product is C(C)(=O)O\N=C(/N)\[C@H]1N(CCCC1)S(=O)(=O)CC1CCCCC1 ((Z)-(2S)-N′2-(acetyloxy)-1-[(cyclohexylmethyl)sulfonyl]-2-piperidinecarboximidamide). RXN SMILES: [CH:1]1([CH2:7][S:8]([N:11]2[CH2:16][CH2:15][CH2:14][CH2:13][C@H:12]2/[C:17](=[N:19]/[OH:20])/[NH2:18])(=[O:10])=[O:9])[CH2:6][CH2:5][CH2:4][CH2:3][CH2:2]1.CN1CC[O:25][CH2:24][CH2:23]1.O.OC1C2N=NNC=2C=CC=1.Cl.CN(C)CCCN=C=NCC>C(O)(=O)C>[C:24]([O:20]/[N:19]=[C:17](/[C@@H:12]1[CH2:13][CH2:14][CH2:15][CH2:16][N:11]1[S:8]([CH2:7][CH:1]1[CH2:2][CH2:3][CH2:4][CH2:5][CH2:6]1)(=[O:9])=[O:10])\[NH2:18])(=[O:25])[CH3:23] |f:2.3,4.5|. Reported procedure: The title compound was prepared by a similar method to Preparation 5 from (Z)-(2S)-1-[cyclohexylmethylsulfonyl]-N′2-hydroxy-2-piperidinecarboximidamide [see Preparation 28], acetic acid, N-methyl morpholine, hydroxybenzotriazole hydrate and 1-(3-dimethylaminopropyl)-3-ethylcarbodiimide hydrochloride, to afford (Z)-(2S)-N′2-(acetyloxy)-1-[(cyclohexylmethyl)sulfonyl]-2-piperidinecarboximidamide as a colourless oil. Starting materials: C(CC)OC(CC#N)=O (cyanoacetic acid propyl ester), COC(CCC(=O)O)=O (Butanedioic acid monomethyl ester), CNC(CC)=O (N-methylpropionamide), 1h, suspension, C(CC)OC(CC#N)=O (cyanoacetic acid propyl ester). Solvent: P(=O)([O-])([O-])[O-].[K+].[K+].[K+] (potassium phosphate), P(=O)([O-])([O-])[O-].[K+].[K+].[K+] (potassium phosphate). Reaction conditions: temperature 25 celsius, time 5 hour. Product: C(CC)OC(CC(=O)O)=O (propanedioic acid monopropyl ester). RXN SMILES: C([O:4][C:5](=[O:9])[CH2:6][C:7]#N)CC.C[O:11]C(=O)CCC(O)=O.CN[C:21](=[O:24])[CH2:22][CH3:23]>P([O-])([O-])([O-])=O.[K+].[K+].[K+]>[CH2:21]([O:24][C:7](=[O:11])[CH2:6][C:5]([OH:4])=[O:9])[CH2:22][CH3:23] |f:3.4.5.6|. Procedure details: Into a 10-mL volumetric flask was added 0.1271 g (1.00 mmol, 0.100 M) of cyanoacetic acid propyl ester, 9.689 mL of potassium phosphate buffer (50 mM, pH 7.0), and 0.20 mL of a 50 wt % cell suspension (0.10 g wet cell weight, 0.024 g dry cell weight) of Acidovorax facilis 72W (ATCC 55746) cells in 0.35 M potassium phosphate buffer (pH 7.0, previously heat-treated at 50° C. for 1h), and the resulting 10 mL suspension stirred at 25° C. Samples (0.180 mL) were mixed with 0.020 mL of 0.750 M N-methy... Reactants: C(#N)C1=CC(=C(C=C1)C1=NOC(=C1)C(=O)O)F (3-(4-cyano-2-fluoro-phenyl)-isoxazole-5-carboxylic acid), C(C)(C)(C)C1=NOC(=N1)N1CCC(CC1)NC1CC1 ([1-(3-tert-butyl-[1,2,4]oxadiazol-5-yl)-piperidin-4-yl]-cyclopropyl-amine). The product is C(C)(C)(C)C1=NOC(=N1)N1CCC(CC1)N(C(=O)C1=CC(=NO1)C1=C(C=C(C=C1)C#N)F)C1CC1 (3-(4-Cyano-2-fluoro-phenyl)-isoxazole-5-carboxylic acid [1-(3-tert-butyl-[1,2,4]oxadiazol-5-yl)-piperidin-4-yl]-cyclopropyl-amide). Reaction SMILES: [C:1]([C:3]1[CH:8]=[CH:7][C:6]([C:9]2[CH:13]=[C:12]([C:14]([OH:16])=O)[O:11][N:10]=2)=[C:5]([F:17])[CH:4]=1)#[N:2].[C:18]([C:22]1[N:26]=[C:25]([N:27]2[CH2:32][CH2:31][CH:30]([NH:33][CH:34]3[CH2:36][CH2:35]3)[CH2:29][CH2:28]2)[O:24][N:23]=1)([CH3:21])([CH3:20])[CH3:19]>>[C:18]([C:22]1[N:26]=[C:25]([N:27]2[CH2:28][CH2:29][CH:30]([N:33]([CH:34]3[CH2:36][CH2:35]3)[C:14]([C:12]3[O:11][N:10]=[C:9]([C:6]4[CH:7]=[CH:8][C:3]([C:1]#[N:2])=[CH:4][C:5]=4[F:17])[CH:13]=3)=[O:16])[CH2:31][CH2:32]2)[O:24][N:23]=1)([CH3:21])([CH3:19])[CH3:20]. Procedure: The title compound is prepared from 3-(4-cyano-2-fluoro-phenyl)-isoxazole-5-carboxylic acid and [1-(3-tert-butyl-[1,2,4]oxadiazol-5-yl)-piperidin-4-yl]-cyclopropyl-amine following a procedure analogous to that described in Example 18. LC (method 18): tR=1.29 min; Mass spectrum (ESI+): m/z=479 [M+H]+. Reactants: CC(C)=CC (2-methyl-2-butene), N1(N=CN=C1)CC(=O)C1=CC=CC=C1 (2-(1H-1,2,4-triazol-1-yl)acetophenone), C(C)#N (acetonitrile). Solvent: C1=CC=CC=C1 (benzene). The product is CC1(C(OC1C)(CN1N=CN=C1)C1=CC=CC=C1)C (3,3,4-Trimethyl-2-phenyl-2-(1H-1,2,4-triazol-1-yl)methyloxetane). The yield is 27.1%. RXN SMILES: [CH3:1][C:2](=[CH:4][CH3:5])[CH3:3].[N:6]1([CH2:11][C:12]([C:14]2[CH:19]=[CH:18][CH:17]=[CH:16][CH:15]=2)=[O:13])[CH:10]=[N:9][CH:8]=[N:7]1.C(#N)C>C1C=CC=CC=1>[CH3:1][C:2]1([CH3:3])[CH:4]([CH3:5])[O:13][C:12]1([C:14]1[CH:19]=[CH:18][CH:17]=[CH:16][CH:15]=1)[CH2:11][N:6]1[CH:10]=[N:9][CH:8]=[N:7]1. Procedure: 4.0 ml (37.64 mmole) of 2-methyl-2-butene were added to a solution of 1.1 g (5.88 mmole) of 2-(1H-1,2,4-triazol-1-yl)acetophenone in 15 ml of a 2:1 by volume mixture of acetonitrile and benzene. The mixture was then irradiated with a 450 watt medium pressure mercury-arc lamp (Hannovea Co., Inc.) for 15 hours. At the end of this time, the reaction mixture was concentrated by evaporation under reduced pressure, and the residue was subjected to column chromatography through silica gel, using a 1:1 ... The reactants are CN1CCNCC1 (1-Methylpiperazine), BrC=1C=C(C(=NC1)C)[N+](=O)[O-] (5-bromo-2-methyl-3-nitropyridine), C1(=CC=CC=C1)P(C1=CC=CC=2C(C3=CC=CC(=C3OC12)P(C1=CC=CC=C1)C1=CC=CC=C1)(C)C)C1=CC=CC=C1 (4,5-bis(diphenylphosphino)-9,9-dimethylxanthene), C([O-])([O-])=O.[Cs+].[Cs+] (cesium carbonate). Reagents/catalysts: C=1C=CC(=CC1)/C=C/C(=O)/C=C/C2=CC=CC=C2.C=1C=CC(=CC1)/C=C/C(=O)/C=C/C2=CC=CC=C2.C=1C=CC(=CC1)/C=C/C(=O)/C=C/C2=CC=CC=C2.[Pd].[Pd] (tris(dibenzylideneacetone)dipalladium(0)). Run in O1CCOCC1 (1,4-dioxane). Conditions: temperature 150 celsius, time 22 hour. Yields the product CN1CCN(CC1)C=1C=NC(=C(C1)[N+](=O)[O-])C (1-methyl-4-(6-methyl-5-nitropyridin-3-yl)piperazine). Yield: 70.7%. As a reaction SMILES: [CH3:1][N:2]1[CH2:7][CH2:6][NH:5][CH2:4][CH2:3]1.Br[C:9]1[CH:10]=[C:11]([N+:16]([O-:18])=[O:17])[C:12]([CH3:15])=[N:13][CH:14]=1.C1(P(C2C=CC=CC=2)C2C3OC4C(=CC=CC=4P(C4C=CC=CC=4)C4C=CC=CC=4)C(C)(C)C=3C=CC=2)C=CC=CC=1.C(=O)([O-])[O-].[Cs+].[Cs+]>O1CCOCC1.C1C=CC(/C=C/C(/C=C/C2C=CC=CC=2)=O)=CC=1.C1C=CC(/C=C/C(/C=C/C2C=CC=CC=2)=O)=CC=1.C1C=CC(/C=C/C(/C=C/C2C=CC=CC=2)=O)=CC=1.[Pd].[Pd]>[CH3:1][N:2]1[CH2:7][CH2:6][N:5]([C:9]2[CH:14]=[N:13][C:12]([CH3:15])=[C:11]([N+:16]([O-:18])=[O:17])[CH:10]=2)[CH2:4][CH2:3]1 |f:3.4.5,7.8.9.10.11|. Procedure: 1-Methylpiperazine (1.79 mL, 16.1 mmol) was added to a suspension of 5-bromo-2-methyl-3-nitropyridine (1.00 g, 4.61 mmol), 4,5-bis(diphenylphosphino)-9,9-dimethylxanthene (267 mg, 0.461 mmol), tris(dibenzylideneacetone)dipalladium(0) (170 mg, 0.180 mmol) and cesium carbonate (3.00 g, 9.22 mmol) in 1,4-dioxane (20.0 mL) under argon in a sealed reaction vessel. The reaction mixture was allowed to stir for 22 h, at 150° C. The reaction mixture was next partitioned between EtOAc (50 mL) and water (5... The reactants are CC1=C(C=CC=C1C)C(=O)C1=CN=CN1C(C1=CC=CC=C1)(C1=CC=CC=C1)C1=CC=CC=C1 ((2,3-dimethylphenyl)(l-trityl-1H imidazol-5-yl)methanone), C(C1=CC=CC=C1)[Mg]Br (benzyl magnesium bromide). The solvent is ClCCl (dichloromethane). Reaction conditions: time 5 hour. The product is CC1=C(C=CC=C1C)C(CC1=CC=CC=C1)(O)C1=CN=CN1C(C1=CC=CC=C1)(C1=CC=CC=C1)C1=CC=CC=C1 (1-(2,3-dimethylphenyl)-2-phenyl-1-(1-trityl-1H-imidazol-5-yl)ethanol). Reaction SMILES: [CH3:1][C:2]1[C:7]([CH3:8])=[CH:6][CH:5]=[CH:4][C:3]=1[C:9]([C:11]1[N:15]([C:16]([C:29]2[CH:34]=[CH:33][CH:32]=[CH:31][CH:30]=2)([C:23]2[CH:28]=[CH:27][CH:26]=[CH:25][CH:24]=2)[C:17]2[CH:22]=[CH:21][CH:20]=[CH:19][CH:18]=2)[CH:14]=[N:13][CH:12]=1)=[O:10].[CH2:35]([Mg]Br)[C:36]1[CH:41]=[CH:40][CH:39]=[CH:38][CH:37]=1>ClCCl>[CH3:1][C:2]1[C:7]([CH3:8])=[CH:6][CH:5]=[CH:4][C:3]=1[C:9]([C:11]1[N:15]([C:16]([C:23]2[CH:24]=[CH:25][CH:26]=[CH:27][CH:28]=2)([C:17]2[CH:22]=[CH:21][CH:20]=[CH:19][CH:18]=2)[C:29]2[CH:34]=[CH:33][CH:32]=[CH:31][CH:30]=2)[CH:14]=[N:13][CH:12]=1)([OH:10])[CH2:35][C:36]1[CH:41]=[CH:40][CH:39]=[CH:38][CH:37]=1. Reported procedure: A solution of (2,3-dimethylphenyl)(l-trityl-1H imidazol-5-yl)methanone (450 mg, 1.01 mmol) in dichloromethane (25 mL) at room temperature was treated with benzyl magnesium bromide (1.51 mmol) and allowed to react at room temperature and the reaction mixture was then stirred at room temperature for 5 hours. The mixture was quenched with water (10 mL) and a sat. solution of ammonium chloride (10 mL). The residue was isolated in a typical aqueous to give 1-(2,3-dimethylphenyl)-2-phenyl-1-(1-trityl-...